This data is from the Open Reaction Database (ORD), a public repository of structured organic reaction records. The task is: describe an organic reaction: reactants, conditions, products, and yield Yields the product COC(=O)CN1C(=S)C(C(C)C)Oc2ccccc21. Starting materials: Cc1ccccc1, COC(=O)CN1C(=O)C(C(C)C)Oc2ccccc21, S=P12SP3(=S)SP(=S)(S1)SP(=S)(S2)S3. RXN SMILES: [CH3:34][c:35]1[cH:36][cH:37][cH:38][cH:39][cH:40]1.[CH:1]([CH3:2])([CH3:3])[CH:4]1[O:5][c:6]2[c:7]([cH:16][cH:17][cH:18][cH:19]2)[N:8]([CH2:11][C:12](=[O:13])[O:14][CH3:15])[C:9]1=[O:10].[P:20]12(=[S:21])[S:22][P:23]3(=[S:33])[S:24][P:25](=[S:31])([S:26][P:27](=[S:30])([S:28]3)[S:29]1)[S:32]2>>[CH:1]([CH3:2])([CH3:3])[CH:4]1[O:5][c:6]2[c:7]([cH:16][cH:17][cH:18][cH:19]2)[N:8]([CH2:11][C:12](=[O:13])[O:14][CH3:15])[C:9]1=[S:21]. Solvent: CC#N (CH3CN), C(Cl)Cl (CH2Cl2). Reaction SMILES: [C:1]([C:3]1[CH:4]=[C:5]([OH:9])[CH:6]=[CH:7][CH:8]=1)#[N:2].I[CH:11]([CH3:13])[CH3:12].C(=O)([O-])[O-].[Cs+].[Cs+].C(=O)([O-])[O-].[K+].[K+]>CC#N.C(Cl)Cl>[CH:11]([O:9][C:5]1[CH:4]=[C:3]([CH:8]=[CH:7][CH:6]=1)[C:1]#[N:2])([CH3:13])[CH3:12] |f:2.3.4,5.6.7|. Product: C(C)(C)OC=1C=C(C#N)C=CC1 (3-isopropoxybenzonitrile). Reactants: C(#N)C=1C=C(C=CC1)O (3-cyanophenol), IC(C)C (2-iodopropane), C([O-])([O-])=O.[Cs+].[Cs+] (cesium carbonate), C([O-])([O-])=O.[K+].[K+] (potassium carbonate). Procedure: A combination of 32 g (268 mmol, Aldrich) 3-cyanophenol, 26.9 mL (268 mmol) 2-iodopropane, and 88 g (269 mmol) cesium carbonate in 1:1 CH2Cl2:CH3CN was heated to reflux and allowed to stir overnight. HPLC/MS showed pure product so the suspension was filtered, washed with CH3CN and concentrated. The remaining oil was dissolved in CH2Cl2 and filtered thru a short pad of silica with CH2Cl2. The filtrate was concentrated to dryness to give the product. An alternative preparation uses the conditions ... Run at time 8 hour. Reactants: CO, Cl, CC1(C)OCC(C(C)(C)COc2cccc3ccc(-c4nnc5ccccn45)nc23)O1. Yields the product CC(C)(COc1cccc2ccc(-c3nnc4ccccn34)nc12)C(O)CO. Reaction SMILES: [CH3:33][OH:34].[ClH:32].[n:1]1[n:2][c:3](-[c:10]2[n:11][c:12]3[c:13]([O:20][CH2:21][C:22]([CH3:23])([CH3:24])[CH:25]4[O:26][C:27]([CH3:30])([CH3:31])[O:28][CH2:29]4)[cH:14][cH:15][cH:16][c:17]3[cH:18][cH:19]2)[n:4]2[c:5]1[cH:6][cH:7][cH:8][cH:9]2>>[n:1]1[n:2][c:3](-[c:10]2[n:11][c:12]3[c:13]([O:20][CH2:21][C:22]([CH3:23])([CH3:24])[CH:25]([OH:26])[CH2:29][OH:28])[cH:14][cH:15][cH:16][c:17]3[cH:18][cH:19]2)[n:4]2[c:5]1[cH:6][cH:7][cH:8][cH:9]2. Starting materials: COC1=C(C(=O)Cl)C=CC=C1 (2-methoxybenzoyl chloride), NC=1SC2=C(N1)C=CC=C2 (2-aminobenzthiazole), ice. Solvent: ClCCl (dichloromethane), C(C)(=O)OCC (ethyl acetate), ClCCl (dichloromethane), N1=CC=CC=C1 (pyridine). Yields the product COC1=C(C(=O)NC=2SC3=C(N2)C=CC=C3)C=CC=C1 (2-(2 methoxybenzoylamino)benzthiazole). As a reaction SMILES: [NH2:1][C:2]1[S:3][C:4]2[CH:10]=[CH:9][CH:8]=[CH:7][C:5]=2[N:6]=1.[CH3:11][O:12][C:13]1[CH:21]=[CH:20][CH:19]=[CH:18][C:14]=1[C:15](Cl)=[O:16]>ClCCl.N1C=CC=CC=1.C(OCC)(=O)C>[CH3:11][O:12][C:13]1[CH:21]=[CH:20][CH:19]=[CH:18][C:14]=1[C:15]([NH:1][C:2]1[S:3][C:4]2[CH:10]=[CH:9][CH:8]=[CH:7][C:5]=2[N:6]=1)=[O:16]. Reported procedure: The present example sets forth a method whereby the benzthiozole compounds may be obtained. However, other methods may be used in the practice of the present invention. A solution of 4.5 g of 2-aminobenzthiazole in 40 mL of dichloromethane and 10 mL of pyridine was cooled in an ice bath. To this cooled solution was slowly added a solution of 2-methoxybenzoyl chloride in 10 mL of dichloromethane. The resulting mixture was stirred for 3 hours while the ice bath slowly warmed to room temperature. T... Starting materials: BrC(Br)(Br)Br, Cc1cc(C)c(CNC(=O)c2cc(CO)cc3c2cnn3C2CCCC2)c(=O)[nH]1, ClCCl, c1ccc(P(c2ccccc2)c2ccccc2)cc1. Yields the product Cc1cc(C)c(CNC(=O)c2cc(CBr)cc3c2cnn3C2CCCC2)c(=O)[nH]1. Reaction SMILES: [C:49]([Br:50])([Br:51])([Br:52])[Br:53].[CH:1]1([n:6]2[n:7][cH:8][c:9]3[c:10]([C:17](=[O:18])[NH:19][CH2:20][c:21]4[c:22](=[O:29])[nH:23][c:24]([CH3:28])[cH:25][c:26]4[CH3:27])[cH:11][c:12]([CH2:15][OH:16])[cH:13][c:14]23)[CH2:2][CH2:3][CH2:4][CH2:5]1.[Cl:54][CH2:55][Cl:56].[c:30]1([P:31]([c:32]2[cH:33][cH:34][cH:35][cH:36][cH:37]2)[c:38]2[cH:39][cH:40][cH:41][cH:42][cH:43]2)[cH:44][cH:45][cH:46][cH:47][cH:48]1>>[CH:1]1([n:6]2[n:7][cH:8][c:9]3[c:10]([C:17](=[O:18])[NH:19][CH2:20][c:21]4[c:22](=[O:29])[nH:23][c:24]([CH3:28])[cH:25][c:26]4[CH3:27])[cH:11][c:12]([CH2:15][Br:50])[cH:13][c:14]23)[CH2:2][CH2:3][CH2:4][CH2:5]1. Starting materials: C[Mg]Br (methylmagnesium bromide), C1CCOC1 (THF), C(#N)C1=CC=2N(C(=C1)C)C(=C(N2)C(=O)OCC)CC2CCC(CC2)(F)F (Ethyl 7-cyano-3-(4,4-difluorocyclohexylmethyl)-5-methylimidazo[1,2-a]pyridine-2-carboxylate), C1CCOC1 (THF), [Cl-].[NH4+] (ammonium chloride). Run at temperature -50 celsius, time 2 hour. The product is FC1(CCC(CC1)CC1=C(N=C2N1C(=CC(=C2)C#N)C)C(C)(C)O)F (3-(4,4-difluorocyclohexylmethyl)-2-(2-hydroxypropan-2-yl)-5-methylimidazo[1,2-a]pyridine-7-carbonitrile). Isolated yield 52.0%. RXN SMILES: [C:1]([C:3]1[CH:8]=[C:7]([CH3:9])[N:6]2[C:10]([CH2:18][CH:19]3[CH2:24][CH2:23][C:22]([F:26])([F:25])[CH2:21][CH2:20]3)=[C:11](C(OCC)=O)[N:12]=[C:5]2[CH:4]=1)#[N:2].[CH3:27][Mg]Br.[Cl-].[NH4+].[CH2:32]1[CH2:36][O:35]CC1>>[F:26][C:22]1([F:25])[CH2:21][CH2:20][CH:19]([CH2:18][C:10]2[N:6]3[C:7]([CH3:9])=[CH:8][C:3]([C:1]#[N:2])=[CH:4][C:5]3=[N:12][C:11]=2[C:36]([OH:35])([CH3:32])[CH3:27])[CH2:24][CH2:23]1 |f:2.3|. Procedure details: Ethyl 7-cyano-3-(4,4-difluorocyclohexylmethyl)-5-methylimidazo[1,2-a]pyridine-2-carboxylate (0.0410 g, 0.113 mmol) obtained in step 3 was dissolved in THF (1.0 mL), and the solution was stirred at −50° C. for 2 hours and then at 0° C. for 30 minutes after adding a THF solution of methylmagnesium bromide (1.1 mol/L) (0.446 mL, 0.500 mmol) at −50° C. Under ice-cooled condition, a saturated ammonium chloride aqueous solution was added to the reaction mixture, and the mixture was filtered through a ...